Dataset: the Open Reaction Database (ORD), a public repository of structured organic reaction records. Task: describe an organic reaction: reactants, conditions, products, and yield The reactants are C1(=CC=C(C=C1)C1=CCC=2NC(=CC21)C(=O)OC)C2=CC=CC=C2 (methyl 4-(biphenyl-4-yl)-1,6-dihydrocyclopenta[b]pyrrole-2-carboxylate). Reagents/catalysts: [Pd] (Pd/C). Yields the product C1(=CC=C(C=C1)C1CCC=2NC(=CC21)C(=O)OC)C2=CC=CC=C2 (methyl 4-(biphenyl-4-yl)-1,4,5,6-tetrahydrocyclopenta[b]pyrrole-2-carboxylate). RXN SMILES: [C:1]1([C:19]2[CH:24]=[CH:23][CH:22]=[CH:21][CH:20]=2)[CH:6]=[CH:5][C:4]([C:7]2[C:14]3[CH:13]=[C:12]([C:15]([O:17][CH3:18])=[O:16])[NH:11][C:10]=3[CH2:9][CH:8]=2)=[CH:3][CH:2]=1>[Pd]>[C:1]1([C:19]2[CH:20]=[CH:21][CH:22]=[CH:23][CH:24]=2)[CH:2]=[CH:3][C:4]([CH:7]2[C:14]3[CH:13]=[C:12]([C:15]([O:17][CH3:18])=[O:16])[NH:11][C:10]=3[CH2:9][CH2:8]2)=[CH:5][CH:6]=1. Reported procedure: The title compound was synthesized in two steps. First, methyl 4-oxo-1,4,5,6-tetrahydrocyclopenta[b]pyrrole-2-carboxylate (300 mg, 1.67 mmol) and biphenyl-4-ylmagnesium bromide (13.4 mL, 6.70 mmol; 0.5 M in THF) were reacted according to General Procedure 3 to give the endo olefin-containing compound methyl 4-(biphenyl-4-yl)-1,6-dihydrocyclopenta[b]pyrrole-2-carboxylate, which was then hydrogenated according to General Procedure 6 (with 10% Pd/C), and was purified column chromatography (Isco Com... The reactants are FC(C(F)(F)F)(F)C(=O)C (Methyl pentafluoroethyl ketone), BrBr (Bromine). Solvent: S(O)(O)(=O)=O (sulphuric acid). Reaction conditions: time 1 hour. Yields the product BrCC(C(C(F)(F)F)(F)F)=O (1-Bromo-3,3,4,4,4-pentafluorobutanone). As a reaction SMILES: [F:1][C:2]([C:8]([CH3:10])=[O:9])([F:7])[C:3]([F:6])([F:5])[F:4].[Br:11]Br>S(=O)(=O)(O)O>[Br:11][CH2:10][C:8](=[O:9])[C:2]([F:7])([F:1])[C:3]([F:6])([F:5])[F:4]. Reported procedure: Methyl pentafluoroethyl ketone (3.9 g, 0.02407 mole) (JACS, 78, 2268-70 [1956]) was stirred in concentrated sulphuric acid (10 ml) at room temperature under a dry-ice condenser. Bromine (1.92 g; 0.012035 mole) was added slowly over two hours with vigorous stirring. The mixture was then stirred for one hour at room temperature and then at 50° C. for one hour. The resulting amber solution was distilled at atmospheric pressure, yielding one main fraction of 4.41 g (76%), boiling at 94-97° C. The ma...